Dataset: the Open Reaction Database (ORD), a public repository of structured organic reaction records. Task: describe an organic reaction: reactants, conditions, products, and yield Starting materials: CC(C(=O)N)(C)C (2,2-dimethylpropanamide), crude material, C=O (formaldehyde). The reagents and catalysts are [OH-].[Na+] (sodium hydroxide). The solvent is ClCCl (dichloromethane). Run at time 2 hour. Yields the product OCNC(C(C)(C)C)=O (N-(Hydroxymethyl)-2,2-dimethylpropanamide). Yield: 98.8%. RXN SMILES: [CH3:1][C:2]([CH3:7])([CH3:6])[C:3]([NH2:5])=[O:4].[CH2:8]=[O:9]>ClCCl.[OH-].[Na+]>[OH:9][CH2:8][NH:5][C:3](=[O:4])[C:2]([CH3:7])([CH3:6])[CH3:1] |f:3.4|. Reported procedure: To a mixture of 2,2-dimethylpropanamide (5.0 g, 49.4 mmol, 1.0 equiv) and aqueous sodium hydroxide (1 M, 0.494 mL, 0.494 mmol, 0.01 equiv), add aqueous formaldehyde (13.31 M, 3.71 mL, 49.4 mmol, 1.0 equiv). Stir at room temperature for 2 h, and concentrate under reduced pressure to give a white solid. Dilute the crude material with dichloromethane, dry over MgSO4, filter, and concentrate under reduced pressure to give the title compound as a white solid (6.4 g, 99%). 1H NMR (DMSO-d6, 400 MHz): δ... Reactants: OC1=C(C=C(C=C1C(C)(C)C)C)N1N=C2C(=[N+]1[O-])C=CC(=C2)Cl (2-(2'-hydroxy-3'-t-butyl-5'-methylphenyl)-5-chlorobenzotriazole-N-oxide), [H][H] (hydrogen), CNC (dimethylamine), [H][H] (hydrogen), resultant mixture, solvent, C1(=CC=CC=C1)C (toluene), [H][H] (hydrogen). The reagents and catalysts are [C].[Pd] (palladium carbon). The solvent is O (water), C(CCC)O (butanol). Product: OC1=C(C=C(C=C1C(C)(C)C)C)N1N=C2C(=N1)C=CC(=C2)Cl (2-(2'-hydroxy-3'-t-butyl- 5'-methylphenyl)-5-chlorobenzotriazole). Yield: 86.1%. RXN SMILES: [OH:1][C:2]1[C:7]([C:8]([CH3:11])([CH3:10])[CH3:9])=[CH:6][C:5]([CH3:12])=[CH:4][C:3]=1[N:13]1[N+:17]([O-])=[C:16]2[CH:19]=[CH:20][C:21]([Cl:23])=[CH:22][C:15]2=[N:14]1.C1(C)C=CC=CC=1.CNC.[H][H]>[C].[Pd].O.C(O)CCC>[OH:1][C:2]1[C:7]([C:8]([CH3:10])([CH3:9])[CH3:11])=[CH:6][C:5]([CH3:12])=[CH:4][C:3]=1[N:13]1[N:17]=[C:16]2[CH:19]=[CH:20][C:21]([Cl:23])=[CH:22][C:15]2=[N:14]1 |f:4.5|. Procedure: 33.2 g (0.1 mol) of 2-(2'-hydroxy-3'-t-butyl-5'-methylphenyl)-5-chlorobenzotriazole-N-oxide, 0.125 g of palladium carbon, 300 ml of a solvent mixture comprising toluene, butanol and water (ratio by volume of 1:1:1) and 5 g 50% dimethylamine were charged into a 500-ml stainless autoclave equipped with an agitator. After the air in the autoclave had been replaced by hydrogen, the pressure of hydrogen was set to 10 kg/cm2. The temperature of the resultant mixture was increased to 50° C. under agita... Starting materials: ClC=1C(=C2N=C(C(=NC2=CC1Cl)OC)OC)N1C(=NN=C1)C=1C=NC=CC1 (6,7-dichloro-2,3-dimethoxy-5-[3-(3-pyridyl)-4H-1,2,4-triazol-4-yl]quinoxaline), C=O (paraformaldehyde). Solvent: C(C)(=O)O (acetic acid). Conditions: temperature 125 celsius. The product is ClC=1C(=C2N=C(C(=NC2=CC1Cl)OC)OC)N1C(=NN=C1C=1C=NC=CC1)CO (6,7-Dichloro-2,3-dimethoxy-5-[3-hydroxymethyl-5-(3-pyridyl)-4H-1,2,4-triazol-4-yl]quinoxaline). Isolated yield 55.4%. Reaction SMILES: [Cl:1][C:2]1[C:3]([N:17]2[CH:21]=[N:20][N:19]=[C:18]2[C:22]2[CH:23]=[N:24][CH:25]=[CH:26][CH:27]=2)=[C:4]2[C:9](=[CH:10][C:11]=1[Cl:12])[N:8]=[C:7]([O:13][CH3:14])[C:6]([O:15][CH3:16])=[N:5]2.[CH2:28]=[O:29]>C(O)(=O)C>[Cl:1][C:2]1[C:3]([N:17]2[C:18]([C:22]3[CH:23]=[N:24][CH:25]=[CH:26][CH:27]=3)=[N:19][N:20]=[C:21]2[CH2:28][OH:29])=[C:4]2[C:9](=[CH:10][C:11]=1[Cl:12])[N:8]=[C:7]([O:13][CH3:14])[C:6]([O:15][CH3:16])=[N:5]2. Reported procedure: A suspension of 6,7-dichloro-2,3-dimethoxy-5-[3-(3-pyridyl)-4H-1,2,4-triazol-4-yl]quinoxaline (Preparation 98, 1.008 g, 2.5 mmol) and paraformaldehyde (0.75 g, 25 mmol) in acetic acid (14 mL) was heated at 125° C. for 3 hours in a sealed vessel. After being cooled, the mixture was concentrated under reduced pressure and the residue was purified by flash chromatography on silica gel, by gradient elution using dichloromethane:methanol (1:0 changing to 95:5, by volume) to afford the title compound ... Starting materials: [Al+3], ClCCl, CC(=O)Cl, COc1cccc(OC)c1, [Cl-], [Cl-], [Cl-]. Product: COc1ccc(C(C)=O)c(OC)c1. RXN SMILES: [Al+3:16].[CH2:19]([Cl:20])[Cl:21].[CH3:11][C:12]([Cl:13])=[O:14].[CH3:1][O:2][c:3]1[cH:4][c:5]([O:9][CH3:10])[cH:6][cH:7][cH:8]1.[Cl-:15].[Cl-:17].[Cl-:18]>>[CH3:1][O:2][c:3]1[cH:4][c:5]([O:9][CH3:10])[cH:6][cH:7][c:8]1[C:12]([CH3:11])=[O:14]. The reactants are COC1=C(C=CC=C1)C1CCNCC1 (4-(2-methoxy-phenyl)-piperidine), ClCCNC(=O)NC1=CC=NC2=CC=CC=C12 (1-(2-chloro-ethyl)-3-quinolin-4-yl-urea), C(=O)(O)[O-].[Na+] (NaHCO3), [Na+].[I-] (NaI). Run in C1CCOC1 (THF). Run at temperature 70 celsius, time 6 day. Yields the product COC1=C(C=CC=C1)C1CCN(CC1)CCNC(=O)NC1=CC(=NC2=CC=CC=C12)C (1-{2-[4-(2-Methoxy-phenyl)-piperidin-1-yl]-ethyl}3-(2-methyl-quinolin-4-yl)-urea). RXN SMILES: [CH3:1][O:2][C:3]1[CH:8]=[CH:7][CH:6]=[CH:5][C:4]=1[CH:9]1[CH2:14][CH2:13][NH:12][CH2:11][CH2:10]1.Cl[CH2:16][CH2:17][NH:18][C:19]([NH:21][C:22]1[C:31]2[C:26](=[CH:27][CH:28]=[CH:29][CH:30]=2)[N:25]=[CH:24][CH:23]=1)=[O:20].[C:32]([O-])(O)=O.[Na+].[Na+].[I-]>C1COCC1>[CH3:1][O:2][C:3]1[CH:8]=[CH:7][CH:6]=[CH:5][C:4]=1[CH:9]1[CH2:14][CH2:13][N:12]([CH2:16][CH2:17][NH:18][C:19]([NH:21][C:22]2[C:31]3[C:26](=[CH:27][CH:28]=[CH:29][CH:30]=3)[N:25]=[C:24]([CH3:32])[CH:23]=2)=[O:20])[CH2:11][CH2:10]1 |f:2.3,4.5|. Procedure: To a solution of 4-(2-methoxy-phenyl)-piperidine (0.03 mmol) in dry THF (1 mL) is added 1-(2-chloro-ethyl)-3-quinolin-4-yl-urea (0.03 mmol), solid NaHCO3 (2.5 mg), and NaI (1 mg). The flask is tightly sealed, and shaken at 70° C. for 6 days. The reaction mixture is evaporated, taken up in aqueous formic acid, and purified by preparative HPLC to provide the title compound. Reactants: C1(=CC=C(C=C1)S(=O)(=O)Cl)C (p-Toluenesulfonyl chloride), CC1(OCC(O1)CO)C (Dimethyl-1,3-dioxolane-4-methanol), 4-Dimethyl amino pyridine, C(Cl)Cl (CH2Cl2). The solvent is O (water). Run at time 30 minute. Product: CC1(OCC(O1)COS(=O)(=O)C1=CC=C(C=C1)C)C (2,2-Dimethyl-4-(p-toluenesulfonyloxymethyl)-1,3-dioxolane). The yield is 83.0%. Reaction SMILES: [CH3:1][C:2]1([CH3:9])[O:6][CH:5]([CH2:7][OH:8])[CH2:4][O:3]1.C(Cl)Cl.[C:13]1([CH3:23])[CH:18]=[CH:17][C:16]([S:19](Cl)(=[O:21])=[O:20])=[CH:15][CH:14]=1>O>[CH3:1][C:2]1([CH3:9])[O:6][CH:5]([CH2:7][O:8][S:19]([C:16]2[CH:17]=[CH:18][C:13]([CH3:23])=[CH:14][CH:15]=2)(=[O:21])=[O:20])[CH2:4][O:3]1. Reported procedure: To 1.3 g, 1.2 ml (10 mmol) of Dimethyl-1,3-dioxolane-4-methanol, 3.7 g (3.0 mmol, 3.0 eq) of 4-Dimethyl amino pyridine dried for one hour was added and dissolved with 100 mL of CH2Cl2. Thereafter, 2.3 g (12 mmol, 1.2 eq) of p-Toluenesulfonyl chloride was added, then, [the solution] was stirred for the first 30 minutes dipped in cold water at room temperature under argon atmosphere (colorless transparent). After stirring for 18 hours, the disappearance of the raw materials was checked by TLC, liq... Starting materials: CS(=O)(=O)O[C@@H]1CC[C@H](CC1)NC1=NC=C(C=N1)Br (trans-4-((5-bromopyrimidin-2-yl)amino)cyclohexyl methanesulfonate), CS(=O)(=O)O[C@@H]1CC[C@H](CC1)NC1=NC=C(C=N1)Br (trans-4-((5-bromopyrimidin-2-yl)amino)cyclohexyl methanesulfonate), CS(=O)(=O)O[C@@H]1CC[C@H](CC1)NC1=NC=C(C=N1)Br (trans-4-((5-bromopyrimidin-2-yl)amino)cyclohexyl methanesulfonate), BrC1=CC(=C2N=CC=NC2=C1)O[Si](C)(C)C(C)(C)C (7-bromo-5-((tert-butyldimethylsilyl)oxy)quinoxaline), BrC1=CC(=C2N=CC=NC2=C1)O[Si](C)(C)C(C)(C)C (7-bromo-5-((tert-butyldimethylsilyl)oxy)quinoxaline), C([O-])([O-])=O.[Cs+].[Cs+] (cesium carbonate). Run in CCOC(=O)C (EtOAc), CN1CCCC1=O (NMP). Run at temperature 90 celsius, time 6 hour. Product: BrC1=CC(=C2N=CC=NC2=C1)O[C@H]1CC[C@H](CC1)NC1=NC=CC=N1 (N-((cis)-4-((7-bromoquinoxalin-5-yl)oxy)cyclohexyl)pyrimidin-2-amine). Reaction SMILES: [Br:1][C:2]1[CH:11]=[C:10]2[C:5]([N:6]=[CH:7][CH:8]=[N:9]2)=[C:4]([O:12][Si](C(C)(C)C)(C)C)[CH:3]=1.C(=O)([O-])[O-].[Cs+].[Cs+].CS(O[C@H:31]1[CH2:36][CH2:35][C@H:34]([NH:37][C:38]2[N:43]=[CH:42][C:41](Br)=[CH:40][N:39]=2)[CH2:33][CH2:32]1)(=O)=O>CN1C(=O)CCC1.CCOC(C)=O>[Br:1][C:2]1[CH:11]=[C:10]2[C:5]([N:6]=[CH:7][CH:8]=[N:9]2)=[C:4]([O:12][C@@H:31]2[CH2:36][CH2:35][C@H:34]([NH:37][C:38]3[N:39]=[CH:40][CH:41]=[CH:42][N:43]=3)[CH2:33][CH2:32]2)[CH:3]=1 |f:1.2.3|. Procedure details: As shown in step 8-i of Scheme 8, to a mixture of 7-bromoquinoxalin-5-ol (compound 1018, 200 mg, 0.89 mmol) and cesium carbonate (579 mg, 1.78 mmol) in NMP (4.0 mL) was added (trans)-4-(pyrimidin-2-ylamino)cyclohexyl methanesulfonate (compound 1014, 241.1 mg, 0.8887 mmol). The mixture was stirred for 18 hours at 90° C., at which time an additional 0.5 eq of compound 1014 (241 mg, 0.89 mmol) was added. After stirring at 90° C. for an additional 6 hours, the reaction mixture was diluted with EtOAc... Starting materials: CCO, Cc1cc(C)c([N+](=O)[O-])c(Nc2ccc(CC(C)O)cc2)n1, [Cl-], [Fe], [NH4+], O. The product is Cc1cc(C)c(N)c(Nc2ccc(CC(C)O)cc2)n1. Reaction SMILES: [CH2:26]([OH:27])[CH3:28].[CH3:1][c:2]1[c:3]([N+:20]([O-:21])=[O:22])[c:4]([NH:9][c:10]2[cH:11][cH:12][c:13]([CH2:16][CH:17]([CH3:18])[OH:19])[cH:14][cH:15]2)[n:5][c:6]([CH3:8])[cH:7]1.[Cl-:23].[Fe:29].[NH4+:24].[OH2:25]>>[CH3:1][c:2]1[c:3]([NH2:20])[c:4]([NH:9][c:10]2[cH:11][cH:12][c:13]([CH2:16][CH:17]([CH3:18])[OH:19])[cH:14][cH:15]2)[n:5][c:6]([CH3:8])[cH:7]1. RXN SMILES: [CH2:37]1[O:38][CH2:39][CH2:40][CH2:41]1.[Li+:3].[OH-:2].[OH2:1].[OH2:36].[OH:4][CH2:5][CH:6]([CH2:7][CH3:8])[O:9][c:10]1[cH:11][c:12]([O:25][c:26]2[n:27][cH:28][c:29]([C:32](=[O:33])[O:34][CH3:35])[n:30][cH:31]2)[cH:13][c:14]([C:16](=[O:17])[NH:18][c:19]2[n:20][n:21]([CH3:24])[cH:22][cH:23]2)[cH:15]1>>[OH:4][CH2:5][CH:6]([CH2:7][CH3:8])[O:9][c:10]1[cH:11][c:12]([O:25][c:26]2[n:27][cH:28][c:29]([C:32](=[O:33])[OH:34])[n:30][cH:31]2)[cH:13][c:14]([C:16](=[O:17])[NH:18][c:19]2[n:20][n:21]([CH3:24])[cH:22][cH:23]2)[cH:15]1. Product: CCC(CO)Oc1cc(Oc2cnc(C(=O)O)cn2)cc(C(=O)Nc2ccn(C)n2)c1. Starting materials: C1CCOC1, [Li+], [OH-], O, O, CCC(CO)Oc1cc(Oc2cnc(C(=O)OC)cn2)cc(C(=O)Nc2ccn(C)n2)c1. The reactants are CC(C)(C)OC(=O)N1CCC(COS(C)(=O)=O)C(O)C1, O=C1NC(=O)c2ccccc21, CN(C)C=O, [K], O. The product is CC(C)(C)OC(=O)N1CCC(CN2C(=O)c3ccccc3C2=O)C(O)C1. As a reaction SMILES: [C:1]([CH3:2])([CH3:3])([CH3:4])[O:5][C:6](=[O:7])[N:8]1[CH2:9][CH:10]([OH:20])[CH:11]([CH2:14][O:15][S:16]([CH3:17])(=[O:18])=[O:19])[CH2:12][CH2:13]1.[C:21]1(=[O:31])[c:22]2[c:23]([cH:27][cH:28][cH:29][cH:30]2)[C:24](=[O:26])[NH:25]1.[CH3:34][N:35]([CH3:36])[CH:37]=[O:38].[K:32].[OH2:33]>>[C:1]([CH3:2])([CH3:3])([CH3:4])[O:5][C:6](=[O:7])[N:8]1[CH2:9][CH:10]([OH:20])[CH:11]([CH2:14][N:25]2[C:21](=[O:31])[c:22]3[c:23]([cH:27][cH:28][cH:29][cH:30]3)[C:24]2=[O:26])[CH2:12][CH2:13]1.